Dataset: the Open Reaction Database (ORD), a public repository of structured organic reaction records. Task: describe an organic reaction: reactants, conditions, products, and yield Reactants: COC(=O)C=1C=CC2=C(SC3=C(CC2)C=CC=C3)C1 (methyl-10,11-dihydrodibenzo[b,f]-thiepin-3-carboxylate), [OH-].[Na+] (sodium hydroxide). Run in C(C)O (ethanol). Yields the product C1=CC(=CC=2SC3=C(CCC21)C=CC=C3)C(=O)O (10,11-Dihydrodibenzo[b,f]thiepin-3-carboxylic Acid). As a reaction SMILES: C[O:2][C:3]([C:5]1[CH:6]=[CH:7][C:8]2[CH2:14][CH2:13][C:12]3[CH:15]=[CH:16][CH:17]=[CH:18][C:11]=3[S:10][C:9]=2[CH:19]=1)=[O:4].[OH-].[Na+]>C(O)C>[CH:7]1[C:8]2[CH2:14][CH2:13][C:12]3[CH:15]=[CH:16][CH:17]=[CH:18][C:11]=3[S:10][C:9]=2[CH:19]=[C:5]([C:3]([OH:4])=[O:2])[CH:6]=1 |f:1.2|. Procedure: 5.6 G. methyl-10,11-dihydrodibenzo[b,f]-thiepin-3-carboxylate is refluxed in a mixture of 50 cc. 20% aqueous sodium hydroxide and 50 cc. ethanol until a clear solution results (15 to 20 minutes). Most of the ethanol is evaporated away and aqueous residue is diluted with water and acidified with hydrochloric acid. The white solid is collected, recrystallized from acetic acid to yield 4.125 g. (77.7%) of the desired white crystalline material, m.p. 196°-198° C. Calculated: C: 70.29; H: 4.72; S: 12...